Dataset: the Open Reaction Database (ORD), a public repository of structured organic reaction records. Task: describe an organic reaction: reactants, conditions, products, and yield Reactants: CCOC(=O)CCc1ccc(NS(=O)(=O)c2ccccc2[N+](=O)[O-])cc1F, CCOC(=O)N=NC(=O)OCC, C1CCOC1, CCCC(Cc1nc(-c2ccccc2)cs1)c1ccc(CO)cc1, c1ccc(P(c2ccccc2)c2ccccc2)cc1. Yields the product CCCC(Cc1nc(-c2ccccc2)cs1)c1ccc(CN(c2ccc(CCC(=O)OCC)c(F)c2)S(=O)(=O)c2ccccc2[N+](=O)[O-])cc1. As a reaction SMILES: [F:1][c:2]1[c:3]([CH2:21][CH2:22][C:23](=[O:24])[O:25][CH2:26][CH3:27])[cH:4][cH:5][c:6]([NH:8][S:9](=[O:10])(=[O:11])[c:12]2[c:13]([N+:18](=[O:19])[O-:20])[cH:14][cH:15][cH:16][cH:17]2)[cH:7]1.[O:71]=[C:72]([O:73][CH2:74][CH3:75])[N:76]=[N:77][C:78]([O:79][CH2:80][CH3:81])=[O:82].[O:83]1[CH2:84][CH2:85][CH2:86][CH2:87]1.[c:28]1(-[c:34]2[n:35][c:36]([CH2:39][CH:40]([CH2:41][CH2:42][CH3:43])[c:44]3[cH:45][cH:46][c:47]([CH2:50][OH:51])[cH:48][cH:49]3)[s:37][cH:38]2)[cH:29][cH:30][cH:31][cH:32][cH:33]1.[c:52]1([P:53]([c:54]2[cH:55][cH:56][cH:57][cH:58][cH:59]2)[c:60]2[cH:61][cH:62][cH:63][cH:64][cH:65]2)[cH:66][cH:67][cH:68][cH:69][cH:70]1>>[F:1][c:2]1[c:3]([CH2:21][CH2:22][C:23](=[O:24])[O:25][CH2:26][CH3:27])[cH:4][cH:5][c:6]([N:8]([S:9](=[O:10])(=[O:11])[c:12]2[c:13]([N+:18](=[O:19])[O-:20])[cH:14][cH:15][cH:16][cH:17]2)[CH2:50][c:47]2[cH:46][cH:45][c:44]([CH:40]([CH2:39][c:36]3[n:35][c:34](-[c:28]4[cH:29][cH:30][cH:31][cH:32][cH:33]4)[cH:38][s:37]3)[CH2:41][CH2:42][CH3:43])[cH:49][cH:48]2)[cH:7]1. The reactants are C(=S)(Cl)Cl (thiophosgene), COC1=C(CCN)C=CC=C1 (2-methoxyphenethylamine), O (water). Solvent: C(C)OCC (diethylether). Reaction conditions: time 1 hour. The product is COC1=C(CCN=C=S)C=CC=C1 ((2-methoxyphenethyl)isothiocyanate). Isolated yield 71.1%. Reaction SMILES: [CH3:1][O:2][C:3]1[CH:11]=[CH:10][CH:9]=[CH:8][C:4]=1[CH2:5][CH2:6][NH2:7].[C:12](Cl)(Cl)=[S:13].O>C(OCC)C>[CH3:1][O:2][C:3]1[CH:11]=[CH:10][CH:9]=[CH:8][C:4]=1[CH2:5][CH2:6][N:7]=[C:12]=[S:13]. Procedure details: To a solution of 2-methoxyphenethylamine (1.98 g) in diethylether (20 ml) was added dropwise under ice-cooling thiophosgene (1.54 g). The mixture was stirred at room temperature for 1 hour. To the solution was added water (30 ml). The mixture was extracted with diethylether (60 ml), dried over anhydrous magnesium sulfate and concentrated under reduced pressure to give (2-methoxyphenethyl)isothiocyanate (1.80 g, yield: 71%) as brown oil. Reactants: COCCN1CCC2=C(CC1)C=C(C=C2)N (3-(2-methoxy-ethyl)-2,3,4,5-tetrahydro-1H-benzo[d]azepin-7-ylamine), C(#N)CN(S(=O)(=O)C)[C@@H]1CC[C@@H](CC1)NC1=NC(=NC=C1Cl)Cl (cis-N-cyanomethyl-N-[4-(2,5-dichloro-pyrimidin-4-ylamino)-cyclohexyl]-methanesulfonamide). The product is ClC=1C(=NC(=NC1)NC1=CC2=C(CCN(CC2)CCOC)C=C1)N[C@H]1CC[C@H](CC1)N(S(=O)(=O)C)CC#N (cis-N-(4-{5-Chloro-2-[3-(2-methoxy-ethyl)-2,3,4,5-tetrahydro-1H-benzo[d]azepin-7-ylamino]-pyrimidin-4-ylamino}-cyclohexyl)-N-cyanomethyl-methanesulfonamide), foam. The yield is 54.0%. RXN SMILES: [CH3:1][O:2][CH2:3][CH2:4][N:5]1[CH2:11][CH2:10][C:9]2[CH:12]=[C:13]([NH2:16])[CH:14]=[CH:15][C:8]=2[CH2:7][CH2:6]1.[C:17]([CH2:19][N:20]([C@H:25]1[CH2:30][CH2:29][C@@H:28]([NH:31][C:32]2[C:37]([Cl:38])=[CH:36][N:35]=[C:34](Cl)[N:33]=2)[CH2:27][CH2:26]1)[S:21]([CH3:24])(=[O:23])=[O:22])#[N:18]>>[Cl:38][C:37]1[C:32]([NH:31][C@@H:28]2[CH2:27][CH2:26][C@H:25]([N:20]([CH2:19][C:17]#[N:18])[S:21]([CH3:24])(=[O:23])=[O:22])[CH2:30][CH2:29]2)=[N:33][C:34]([NH:16][C:13]2[CH:14]=[CH:15][C:8]3[CH2:7][CH2:6][N:5]([CH2:4][CH2:3][O:2][CH3:1])[CH2:11][CH2:10][C:9]=3[CH:12]=2)=[N:35][CH:36]=1. Reported procedure: cis-N-(4-{5-Chloro-2-[3-(2-methoxy-ethyl)-2,3,4,5-tetrahydro-1H-benzo[d]azepin-7-ylamino]-pyrimidin-4-ylamino}-cyclohexyl)-N-cyanomethyl-methanesulfonamide was prepared from 3-(2-methoxy-ethyl)-2,3,4,5-tetrahydro-1H-benzo[d]azepin-7-ylamine and cis-N-cyanomethyl-N-[4-(2,5-dichloro-pyrimidin-4-ylamino)-cyclohexyl]-methanesulfonamide in an analogous manner to Example 308c. Product isolated as a pale yellow foam (52 mg, 54%). LCMS (m/e) 562 (M+H); 1H-NMR (CDCl3, 400 MHz) δ 7.94 (s, 1H), 7.33 (s, 1H... Starting materials: ClCCl, CNC, O=Cc1ccc(F)c(C(=O)O)c1, O=S(Cl)Cl. The product is CN(C)C(=O)c1cc(C=O)ccc1F. Reaction SMILES: [CH2:20]([Cl:21])[Cl:22].[CH3:17][NH:18][CH3:19].[F:1][c:2]1[c:3]([C:4](=[O:5])[OH:6])[cH:7][c:8]([CH:11]=[O:12])[cH:9][cH:10]1.[S:13]([Cl:14])([Cl:15])=[O:16]>>[F:1][c:2]1[c:3]([C:4](=[O:5])[N:18]([CH3:17])[CH3:19])[cH:7][c:8]([CH:11]=[O:12])[cH:9][cH:10]1. The reactants are [BH4-], CO, COc1ccccc1N1CCN(CC(=O)c2cccc3c(=O)c(C)c(-c4ccccc4)oc23)CC1, Cl, Cl, [Na+], [Na+], [OH-]. Yields the product COc1ccccc1N1CCN(CC(O)c2cccc3c(=O)c(C)c(-c4ccccc4)oc23)CC1, Cl. As a reaction SMILES: [BH4-:1].[CH3:42][OH:43].[CH3:4][O:5][c:6]1[c:7]([N:12]2[CH2:13][CH2:14][N:15]([CH2:18][C:19](=[O:20])[c:21]3[cH:22][cH:23][cH:24][c:25]4[c:26](=[O:38])[c:27]([CH3:37])[c:28](-[c:31]5[cH:32][cH:33][cH:34][cH:35][cH:36]5)[o:29][c:30]34)[CH2:16][CH2:17]2)[cH:8][cH:9][cH:10][cH:11]1.[ClH:39].[ClH:3].[Na+:2].[Na+:41].[OH-:40]>>[CH3:4][O:5][c:6]1[c:7]([N:12]2[CH2:13][CH2:14][N:15]([CH2:18][CH:19]([OH:20])[c:21]3[cH:22][cH:23][cH:24][c:25]4[c:26](=[O:38])[c:27]([CH3:37])[c:28](-[c:31]5[cH:32][cH:33][cH:34][cH:35][cH:36]5)[o:29][c:30]34)[CH2:16][CH2:17]2)[cH:8][cH:9][cH:10][cH:11]1.[ClH:3]. Reactants: C([O-])([O-])=O.[K+].[K+] (potassium carbonate), OC1=C(C=CC(=C1CCC)O)C(C)=O (1-(2,4-dihydroxy-3-propylphenyl)ethanone), C(C)OC(CCCOC1=C(C(=C(C=C1)C(C)=O)OCCCCOCCCCI)CCC)=O (4-[4-acetyl-3-[4-(4-iodobutoxy)butoxy]-2-propylphenoxy]butanoic acid ethyl ester), C([O-])([O-])=O.[K+].[K+] (potassium carbonate). Solvent: CC(=O)C (acetone). Run at time 25 hour. The product is C(C)OC(CCCOC1=C(C(=C(C=C1)C(C)=O)OCCCCOCCCCOC1=C(C(=C(C=C1)C(C)=O)O)CCC)CCC)=O (4-[4-acetyl-3-[4-[4-(4-acetyl-3-hydroxy-2-propylphenoxy)butoxy]butoxy]-2-propylphenoxy]butanoic acid ethyl ester). Isolated yield 96.1%. As a reaction SMILES: [OH:1][C:2]1[C:7]([CH2:8][CH2:9][CH3:10])=[C:6]([OH:11])[CH:5]=[CH:4][C:3]=1[C:12](=[O:14])[CH3:13].[CH2:15]([O:17][C:18](=[O:46])[CH2:19][CH2:20][CH2:21][O:22][C:23]1[CH:28]=[CH:27][C:26]([C:29](=[O:31])[CH3:30])=[C:25]([O:32][CH2:33][CH2:34][CH2:35][CH2:36][O:37][CH2:38][CH2:39][CH2:40][CH2:41]I)[C:24]=1[CH2:43][CH2:44][CH3:45])[CH3:16].C(=O)([O-])[O-].[K+].[K+]>CC(C)=O>[CH2:15]([O:17][C:18](=[O:46])[CH2:19][CH2:20][CH2:21][O:22][C:23]1[CH:28]=[CH:27][C:26]([C:29](=[O:31])[CH3:30])=[C:25]([O:32][CH2:33][CH2:34][CH2:35][CH2:36][O:37][CH2:38][CH2:39][CH2:40][CH2:41][O:11][C:6]2[CH:5]=[CH:4][C:3]([C:12](=[O:14])[CH3:13])=[C:2]([OH:1])[C:7]=2[CH2:8][CH2:9][CH3:10])[C:24]=1[CH2:43][CH2:44][CH3:45])[CH3:16] |f:2.3.4|. Procedure details: A mixture of 0.871 g of 1-(2,4-dihydroxy-3-propylphenyl)ethanone, 2.536 g of 4-[4-acetyl-3-[4-(4-iodobutoxy)butoxy]-2-propylphenoxy]butanoic acid ethyl ester and 0.94 g of anhydrous potassium carbonate in 40 ml of anhydrous acetone was stirred at reflux for 17 hours. An additional 1.0 g of potassium carbonate was added and reflux was continued for 25 hours. The reaction mixture was filtered and the filtrate was concentrated in vacuo to an oil which was chromatographed on 200 g of silica gel. Elu...